From a dataset of the Open Reaction Database (ORD), a public repository of structured organic reaction records. describe an organic reaction: reactants, conditions, products, and yield The reactants are C(C1=CC=CC=C1)N(C(C)(C)C)CC(C1=CC(=C(C=C1)OCC1=CC=CC=C1)C(CO)OC)O (α-(N-benzyl-N-t-butylaminomethyl)-4-benzyloxy-3-(2-hydroxy-1-methoxyethyl)-benzyl alcohol). Reagents/catalysts: [Pd] (palladium-on-carbon). Run in C(C)O (ethanol). The product is C(C)(C)(C)NCC(C1=CC(=C(C=C1)O)C(CO)OC)O (α-(t-butylaminomethyl)-4-hydroxy-3-(2-hydroxy-1-methoxyethyl)-benzyl alcohol). RXN SMILES: C([N:8]([CH2:13][CH:14]([OH:34])[C:15]1[CH:20]=[CH:19][C:18]([O:21]CC2C=CC=CC=2)=[C:17]([CH:29]([O:32][CH3:33])[CH2:30][OH:31])[CH:16]=1)[C:9]([CH3:12])([CH3:11])[CH3:10])C1C=CC=CC=1>[Pd].C(O)C>[C:9]([NH:8][CH2:13][CH:14]([OH:34])[C:15]1[CH:20]=[CH:19][C:18]([OH:21])=[C:17]([CH:29]([O:32][CH3:33])[CH2:30][OH:31])[CH:16]=1)([CH3:12])([CH3:11])[CH3:10]. Procedure details: The benzyl alcohol (0.7 g., 1.5 mmol) in 150 ml. of ethanol is hydrogenated over 0.7 g. of 10% palladium-on-carbon at 50 psi for 25 minutes. The catalyst is filtered and the filtrate evaporated to give α-(t-butylaminomethyl)-4-hydroxy-3-(2-hydroxy-1-methoxyethyl)-benzyl alcohol; fumarate m.p. 230° C. (decomp.). Reactants: COc1ccc(CN)c(OC)c1, CS(C)=O, COc1ccc2nc(Cl)c(OC)nc2c1, O. The product is COc1ccc(CNc2nc3ccc(OC)cc3nc2OC)c(OC)c1. As a reaction SMILES: [CH3:16][O:17][c:18]1[c:19]([CH2:20][NH2:21])[cH:22][cH:23][c:24]([O:26][CH3:27])[cH:25]1.[CH3:29][S:30]([CH3:31])=[O:32].[Cl:1][c:2]1[n:3][c:4]2[cH:5][cH:6][c:7]([O:14][CH3:15])[cH:8][c:9]2[n:10][c:11]1[O:12][CH3:13].[OH2:28]>>[c:2]1([NH:21][CH2:20][c:19]2[c:18]([O:17][CH3:16])[cH:25][c:24]([O:26][CH3:27])[cH:23][cH:22]2)[n:3][c:4]2[cH:5][cH:6][c:7]([O:14][CH3:15])[cH:8][c:9]2[n:10][c:11]1[O:12][CH3:13]. Reaction SMILES: [CH3:46][CH2:47][OH:48].[Cl:1][c:2]1[cH:3][c:4]([O:28][CH3:29])[c:5]([N:8]=[c:9]2[s:10][cH:11][c:12](-[c:21]3[cH:22][cH:23][c:24]([F:27])[cH:25][cH:26]3)[n:13]2[CH2:14][CH2:15][CH2:16][NH:17][CH2:18][CH2:19][OH:20])[cH:6][cH:7]1.[Na+:31].[OH-:30].[OH2:32].[OH:33][C:34]([CH2:35][C:36]([C:37](=[O:38])[OH:39])([CH2:40][C:41](=[O:42])[OH:43])[OH:44])=[O:45]>>[Cl:1][c:2]1[cH:3][c:4]([O:28][CH3:29])[c:5]([N:8]=[c:9]2[s:10][cH:11][c:12](-[c:21]3[cH:22][cH:23][c:24]([F:27])[cH:25][cH:26]3)[n:13]2[CH2:14][CH2:15][CH2:16][NH:17][CH2:18][C:19](=[O:20])[OH:33])[cH:6][cH:7]1. Reactants: CCO, COc1cc(Cl)ccc1N=c1scc(-c2ccc(F)cc2)n1CCCNCCO, [Na+], [OH-], O, O=C(O)CC(O)(CC(=O)O)C(=O)O. Yields the product COc1cc(Cl)ccc1N=c1scc(-c2ccc(F)cc2)n1CCCNCC(=O)O.